Task: describe an organic reaction: reactants, conditions, products, and yield. Dataset: the Open Reaction Database (ORD), a public repository of structured organic reaction records Reactants: COC(=O)C1=CC=CCC1, CO, [Na+], [OH-]. Yields the product O=C(O)C1=CC=CCC1. As a reaction SMILES: [C:1]1([C:7](=[O:8])[O:9][CH3:10])=[CH:2][CH:3]=[CH:4][CH2:5][CH2:6]1.[CH3:13][OH:14].[Na+:12].[OH-:11]>>[C:1]1([C:7](=[O:8])[OH:9])=[CH:2][CH:3]=[CH:4][CH2:5][CH2:6]1. The reactants are FC1=C(C(=CC(=C1)[N+](=O)[O-])F)N1CCS(CC1)(=O)=O (4-(2,6-difluoro-4-nitrophenyl)thiomorpholine 1,1-dioxide). Reagents/catalysts: [Ni] (Raney Nickel). The solvent is C1CCOC1 (THF), C1CCOC1 (THF). Run at temperature 40 celsius. The product is O=S1(CCN(CC1)C1=C(C=C(N)C=C1F)F)=O (4-(1,1-dioxido-4-thiomorpholinyl)-3,5-difluoroaniline). RXN SMILES: [F:1][C:2]1[CH:7]=[C:6]([N+:8]([O-])=O)[CH:5]=[C:4]([F:11])[C:3]=1[N:12]1[CH2:17][CH2:16][S:15](=[O:19])(=[O:18])[CH2:14][CH2:13]1>[Ni].C1COCC1>[O:19]=[S:15]1(=[O:18])[CH2:16][CH2:17][N:12]([C:3]2[C:4]([F:11])=[CH:5][C:6]([NH2:8])=[CH:7][C:2]=2[F:1])[CH2:13][CH2:14]1. Procedure details: To an autoclave is added the product of example 2 (7.0 kg, 24 moles, 1.0 eq). Raney Nickel (1.4 kg) is activated and suspended in 4 L of THF. The slurry is added to the autoclave followed by additional THF (66 L). The mixture is heated at 40° C. and under 40 psi H2 till completion. The mixture is filtered and the filtrate is directly used in the next step. A small portion of the filtrate is concentrated and recrystallized in isopropanol to give the title compound.